Dataset: the Open Reaction Database (ORD), a public repository of structured organic reaction records. Task: describe an organic reaction: reactants, conditions, products, and yield The reactants are ClC1=C(CNC(C(C)(C)C)=O)C=CC(=C1N=C=S)Cl (N-(2,4-Dichloro-3-isothiocyanato-benzyl)-2,2-dimethyl-propionamide), NC=1C(=NC(=C(C(=O)N[C@@H]2CC[C@H](CC2)C(F)(F)F)C1)OCC(F)F)N (5,6-diamino-2-(2,2-difluoro-ethoxy)-N-(trans-4-trifluoromethyl-cyclohexyl)-nicotinamide). Solvent: CN(C)C=O (DMF), O (water). Run at time 8 hour. The product is ClC1=C(CNC(C(C)(C)C)=O)C=CC(=C1NC(=S)NC=1C=C(C(=NC1N)OCC(F)F)C(N[C@@H]1CC[C@H](CC1)C(F)(F)F)=O)Cl (N-{2,4-Dichloro-3-[6-amino-3-(trans-4-trifluoromethyl-cyclohexylcarbamoyl)-2-(2,2-difluoro-ethoxy)-pyridin-5-ylthioureido]benzyl}-2,2-dimethyl-propionamide). Reaction SMILES: [Cl:1][C:2]1[C:15]([N:16]=[C:17]=[S:18])=[C:14]([Cl:19])[CH:13]=[CH:12][C:3]=1[CH2:4][NH:5][C:6](=[O:11])[C:7]([CH3:10])([CH3:9])[CH3:8].[NH2:20][C:21]1[C:22]([NH2:45])=[N:23][C:24]([O:40][CH2:41][CH:42]([F:44])[F:43])=[C:25]([CH:39]=1)[C:26]([NH:28][C@H:29]1[CH2:34][CH2:33][C@H:32]([C:35]([F:38])([F:37])[F:36])[CH2:31][CH2:30]1)=[O:27]>CN(C=O)C.O>[Cl:1][C:2]1[C:15]([NH:16][C:17]([NH:20][C:21]2[CH:39]=[C:25]([C:26](=[O:27])[NH:28][C@H:29]3[CH2:30][CH2:31][C@H:32]([C:35]([F:38])([F:36])[F:37])[CH2:33][CH2:34]3)[C:24]([O:40][CH2:41][CH:42]([F:43])[F:44])=[N:23][C:22]=2[NH2:45])=[S:18])=[C:14]([Cl:19])[CH:13]=[CH:12][C:3]=1[CH2:4][NH:5][C:6](=[O:11])[C:7]([CH3:8])([CH3:9])[CH3:10]. Reported procedure: N-(2,4-Dichloro-3-isothiocyanato-benzyl)-2,2-dimethyl-propionamide (100 mg, 0.30 mmol) is added to 5,6-diamino-2-(2,2-difluoro-ethoxy)-N-(trans-4-trifluoromethyl-cyclohexyl)-nicotinamide (120 mg, 0.30 mmol) in DMF (5 mL) and it is stirred at rt overnight. The reaction mixture is diluted with water, extracted with EtOAc, the organic layer is washed with water, dried and concentrated to give the sub-title compound. Starting materials: FC(CC(=O)Cl)(F)F (3,3,3-trifluoropropionyl chloride), COC1=CC=CC=2NC(=NC21)CCCN(CCC2(C1CCCC(C2)C(=C1)C1=CC=CC=C1)O)C (rac-(1R*,5R*,6R*)-6-(2-{[3-(4-methoxy-1H-benzoimidazol-2-yl)-propyl]-methyl-amino}-ethyl)-8-phenyl-bicyclo[3.2.2]non-8-en-6-ol). The product is COC1=CC=CC=2NC(=NC21)CCCN(CC[C@]2([C@@H]1CCC[C@H](C2)C(=C1)C1=CC=CC=C1)OC(CC(F)(F)F)=O)C (rac-3,3,3-Trifluoro-propionic acid (1R*,5R*,6R*)-6-(2-{[3-(4-methoxy-1H-benzoimidazol-2-yl)-propyl]-methyl-amino}-ethyl)-8-phenyl-bicyclo[3.2.2]non-8-en-6-yl ester). As a reaction SMILES: [F:1][C:2]([F:8])([F:7])[CH2:3][C:4](Cl)=[O:5].[CH3:9][O:10][C:11]1[C:19]2[N:18]=[C:17]([CH2:20][CH2:21][CH2:22][N:23]([CH3:42])[CH2:24][CH2:25][C:26]3([OH:41])[CH2:32][CH:31]4[C:33]([C:35]5[CH:40]=[CH:39][CH:38]=[CH:37][CH:36]=5)=[CH:34][CH:27]3[CH2:28][CH2:29][CH2:30]4)[NH:16][C:15]=2[CH:14]=[CH:13][CH:12]=1>>[CH3:9][O:10][C:11]1[C:19]2[N:18]=[C:17]([CH2:20][CH2:21][CH2:22][N:23]([CH3:42])[CH2:24][CH2:25][C@:26]3([O:41][C:4](=[O:5])[CH2:3][C:2]([F:8])([F:7])[F:1])[CH2:32][C@@H:31]4[C:33]([C:35]5[CH:36]=[CH:37][CH:38]=[CH:39][CH:40]=5)=[CH:34][C@H:27]3[CH2:28][CH2:29][CH2:30]4)[NH:16][C:15]=2[CH:14]=[CH:13][CH:12]=1. Procedure: Prepared according to procedure P1.4 in Example 1A using 3,3,3-trifluoropropionyl chloride and rac-(1R*,5R*,6R*)-6-(2-{[3-(4-methoxy-1H-benzoimidazol-2-yl)-propyl]-methyl-amino}-ethyl)-8-phenyl-bicyclo[3.2.2]non-8-en-6-ol. Reactants: C1(CC1)CC(=O)N(C)OC (2-cyclopropyl-N-methoxy-N-methylacetamide), C(CCC)[Li] (butyl lithium), COC=1C(=CSC1CC1=CC(=CC=C1)C(F)(F)F)C(=O)O (4-methoxy-5-[(3-trifluoromethylphenyl)methyl]thiophene-3-carboxylic acid), O (water). Run in O1CCCC1 (tetrahydrofuran), hexanes, O1CCCC1 (tetrahydrofuran). Run at time 20 minute. Yields the product C1(CC1)CC(=O)C=1SC(=C(C1C(=O)O)OC)CC1=CC(=CC=C1)C(F)(F)F (2-(2-Cyclopropylacetyl)-4-methoxy-5-[(3-trifluoromethylphenyl)methyl]thiophene-3-carboxylic acid). The yield is 28.1%. As a reaction SMILES: C([Li])CCC.[CH3:6][O:7][C:8]1[C:9]([C:24]([OH:26])=[O:25])=[CH:10][S:11][C:12]=1[CH2:13][C:14]1[CH:19]=[CH:18][CH:17]=[C:16]([C:20]([F:23])([F:22])[F:21])[CH:15]=1.[CH:27]1([CH2:30][C:31](N(OC)C)=[O:32])[CH2:29][CH2:28]1.O>O1CCCC1>[CH:27]1([CH2:30][C:31]([C:10]2[S:11][C:12]([CH2:13][C:14]3[CH:19]=[CH:18][CH:17]=[C:16]([C:20]([F:21])([F:22])[F:23])[CH:15]=3)=[C:8]([O:7][CH3:6])[C:9]=2[C:24]([OH:26])=[O:25])=[O:32])[CH2:29][CH2:28]1. Procedure details: 2M butyl lithium in hexanes (1.75 ml) was added slowly to a solution of 4-methoxy-5-[(3-trifluoromethylphenyl)methyl]thiophene-3-carboxylic acid (500 mg) in tetrahydrofuran (30 ml) at −78° C. The resultant red solution was stirred for 20 minutes and then 2-cyclopropyl-N-methoxy-N-methylacetamide (229 mg) in tetrahydrofuran (3 ml) was added. The mixture was stirred for 20 minutes at −78° C. and was then allowed to warm to room temperature. After 5 hours water was added and the mixture was extract... Starting materials: CC(O)C=C[Si](C)(C)C, O=[Cr](=O)(O)O, O, O=S(=O)(O)O. Yields the product CC(=O)C=C[Si](C)(C)C. Reaction SMILES: [CH3:1][Si:2]([CH:3]=[CH:4][CH:5]([CH3:6])[OH:7])([CH3:8])[CH3:9].[Cr:10]([OH:11])([OH:12])(=[O:13])=[O:14].[OH2:20].[S:15](=[O:16])(=[O:17])([OH:18])[OH:19]>>[CH3:1][Si:2]([CH:3]=[CH:4][C:5]([CH3:6])=[O:7])([CH3:8])[CH3:9]. Starting materials: OC1=C2C(=NC=C1C(=O)OCC)C=C(S2)I (ethyl 7-hydroxy-2-iodothieno[3,2-b]pyridine-6-carboxylate), ClC1=CC=C(CN)C=C1 (4-chlorobenzylamine), C1(=CC=CC=C1)C (toluene). Conditions: temperature 190 celsius. Yields the product ClC1=CC=C(CNC(=O)C=2C(=C3C(=NC2)C=C(S3)I)O)C=C1 (N-(4-chlorobenzyl)-7-hydroxy-2-iodothieno [3,2-b]pyridine-6-carboxamide). Reaction SMILES: [OH:1][C:2]1[C:7]([C:8]([O:10]CC)=O)=[CH:6][N:5]=[C:4]2[CH:13]=[C:14]([I:16])[S:15][C:3]=12.C1(C)C=CC=CC=1.[Cl:24][C:25]1[CH:32]=[CH:31][C:28]([CH2:29][NH2:30])=[CH:27][CH:26]=1>>[Cl:24][C:25]1[CH:32]=[CH:31][C:28]([CH2:29][NH:30][C:8]([C:7]2[C:2]([OH:1])=[C:3]3[S:15][C:14]([I:16])=[CH:13][C:4]3=[N:5][CH:6]=2)=[O:10])=[CH:27][CH:26]=1. Procedure details: A stirring mixture of ethyl 7-hydroxy-2-iodothieno[3,2-b]pyridine-6-carboxylate (1.5 g, 4.29 mmol) in 4-chlorobenzylamine (15 mL) was heated at 190° C. for 1 hour. The resulting dark solution was cooled to ambient temperature and 100 mL toluene added. The resulting solid was collected by filtration and dried at 50° C. for 16 h to afford 0.875 g title compound as a yellow solid. Reactants: C(C)(=O)OC(C(=O)O)CSC(C)=O (2-acetoxy-3-(acetylthio)propanoic acid), C(C)(=O)OC(C(=O)N[C@@H](CCCCN)C(=O)O)CSC(C)=O (Nα -[2-acetoxy-3-(acetylthio)propanoyl]-L-lysine), C(C)(=O)SCC(C(=O)O)CSC(C)=O (2-(acetylthiomethyl)-3-(acetylthio)propanoic acid), C(C)(C)(C)OC([C@@H](NC(C(CSC(C)=O)OC(C)=O)=O)CCCCNC(=O)OC(C)(C)C)=O (Nα -[2-acetoxy-3-(acetylthio)propanoyl]-Nε -tert.butyloxycarbonyl-L-lysine tert.butyl ester). Yields the product O[C@](NC(CCS)=O)(CCCCN)C(=O)O (2-hydroxy-3-mercaptopropanoyl-L-lysine). As a reaction SMILES: C(OC(CSC(=O)C)C(O)=O)(=[O:3])C.C(SCC(CSC(=O)C)C(O)=O)(=O)C.C([O:32][C:33](=[O:60])[C@H:34]([CH2:48][CH2:49][CH2:50][CH2:51][NH:52]C(OC(C)(C)C)=O)[NH:35][C:36](=[O:47])[CH:37](OC(=O)C)[CH2:38][S:39]C(=O)C)(C)(C)C.C(OC(CSC(=O)C)C(N[C@H](C(O)=O)CCCCN)=O)(=O)C>>[OH:3][C@@:34]([C:33]([OH:32])=[O:60])([CH2:48][CH2:49][CH2:50][CH2:51][NH2:52])[NH:35][C:36](=[O:47])[CH2:37][CH2:38][SH:39]. Procedure details: By substituting 2-acetoxy-3-(acetylthio)propanoic acid for the 2-(acetylthiomethyl)-3-(acetylthio)propanoic acid in the procedure of Example 38 and then submitting the product to the procedures of Examples 39 and 40, Nα -[2-acetoxy-3-(acetylthio)propanoyl]-Nε -tert.butyloxycarbonyl-L-lysine tert.butyl ester, Nα -[2-acetoxy-3-(acetylthio)propanoyl]-L-lysine and Nα -(2-hydroxy-3-mercaptopropanoyl-L-lysine are obtained. Starting materials: N(=O)[O-].[Na+] (Sodium nitrite), ClC1=C(C(=NC=N1)NC1=C(C=CC=C1)Cl)N (6-chloro-N4-(2-chlorophenyl)pyrimidine-4,5-diamine). Solvent: C(C)(=O)O (acetic acid), C(Cl)Cl (DCM). Reaction conditions: time 15 minute. Product: ClC=1C2=C(N=CN1)N(N=N2)C2=C(C=CC=C2)Cl (7-chloro-3-(2-chlorophenyl)-3H-[1,2,3]triazolo[4,5-d]pyrimidine). Yield: 57.5%. Reaction SMILES: [N:1]([O-])=O.[Na+].[Cl:5][C:6]1[N:11]=[CH:10][N:9]=[C:8]([NH:12][C:13]2[CH:18]=[CH:17][CH:16]=[CH:15][C:14]=2[Cl:19])[C:7]=1[NH2:20]>C(O)(=O)C.C(Cl)Cl>[Cl:5][C:6]1[C:7]2[N:20]=[N:1][N:12]([C:13]3[CH:18]=[CH:17][CH:16]=[CH:15][C:14]=3[Cl:19])[C:8]=2[N:9]=[CH:10][N:11]=1 |f:0.1|. Procedure: Sodium nitrite (0.298 g, 4.31 mmol) was added to 6-chloro-N4-(2-chlorophenyl)pyrimidine-4,5-diamine (Intermediate AP1) (1 g, 3.92 mmol) in acetic acid (50% Aq, 25 mL) and DCM (25 mL) at room temperature. The resulting solution was stirred at room temperature for 15 minutes. The reaction mixture was separated and the organic phase was washed with water (10 mL), dried (MgSO4) and evaporated to give crude product (0.600 g) that was used without further purification. 1H NMR (400 MHz, CDCl3) δ δ7.52-...